Dataset: the Open Reaction Database (ORD), a public repository of structured organic reaction records. Task: describe an organic reaction: reactants, conditions, products, and yield Starting materials: C(C1=CC=CC=C1)OC(=O)N1CCN(CC1)C1CN(CCC1)C1=CC(=C(C=C1)[N+](=O)[O-])OC (4-[1-(3-methoxy-4-nitro-phenyl)-piperidin-3-yl]-piperazine-1-carboxylic acid benzyl ester), C(C)(=O)O (acetic acid), Br (hydrogen bromide), CCOC(=O)C (EtOAc). Run at time 8 hour. Yields the product Br.COC=1C=C(C=CC1[N+](=O)[O-])N1CC(CCC1)N1CCNCC1 (1-[1-(3-Methoxy-4-nitro-phenyl)-piperidin-3-yl]-piperazine hydrobromide). As a reaction SMILES: C(OC([N:11]1[CH2:16][CH2:15][N:14]([CH:17]2[CH2:22][CH2:21][CH2:20][N:19]([C:23]3[CH:28]=[CH:27][C:26]([N+:29]([O-:31])=[O:30])=[C:25]([O:32][CH3:33])[CH:24]=3)[CH2:18]2)[CH2:13][CH2:12]1)=O)C1C=CC=CC=1.C(O)(=O)C.CCOC(C)=O.[BrH:44]>>[BrH:44].[CH3:33][O:32][C:25]1[CH:24]=[C:23]([N:19]2[CH2:20][CH2:21][CH2:22][CH:17]([N:14]3[CH2:13][CH2:12][NH:11][CH2:16][CH2:15]3)[CH2:18]2)[CH:28]=[CH:27][C:26]=1[N+:29]([O-:31])=[O:30] |f:4.5|. Procedure details: A solution of 4-[1-(3-methoxy-4-nitro-phenyl)-piperidin-3-yl]-piperazine-1-carboxylic acid benzyl ester (300 mg, 0.66 mmol) in 4 M of hydrogen bromide in acetic acid (6 mL, 20 mmol) was heated at 40-45° C. for 45 min, then allowed to cool to room temperature while being stirred overnight. The orange homogenous solution was added dropwise to a vigorously stirred flask of EtOAc (50 mL) and the resulting precipitate was filtered, washed with EtOAc and dried in-vacuo to give 294 mg of an orange soli... The reactants are C[O-].[Na+] (sodium methoxide), C(#N)[C@@H]1N(CCC1)C(=O)OCC1=CC=CC=C1 ((R)-benzyl 2-cyanopyrrolidine-1-carboxylate), [Cl-].[NH4+] (Ammonium chloride), CC1(CCC(C(C1)C(=O)OC)=O)C (methyl 5,5-dimethyl-2-oxocyclohexanecarboxylate), C[O-].[Na+] (sodium methoxide). Run in CO (methanol). Conditions: time 1 hour. The product is OC1=NC(=NC=2CCC(CC12)(C)C)[C@@H]1N(CCC1)C(=O)OCC1=CC=CC=C1 (phenylmethyl(2R)-2-(4-hydroxy-6,6-dimethyl-5,6,7,8-tetrahydroquinazolin-2-yl)pyrrolidine-1-carboxylate). The yield is 90.3%. RXN SMILES: C[O-].[Na+].[C:4]([C@H:6]1[CH2:10][CH2:9][CH2:8][N:7]1[C:11]([O:13][CH2:14][C:15]1[CH:20]=[CH:19][CH:18]=[CH:17][CH:16]=1)=[O:12])#[N:5].[Cl-].[NH4+:22].[CH3:23][C:24]1([CH3:35])[CH2:29][CH:28]([C:30](OC)=[O:31])[C:27](=O)[CH2:26][CH2:25]1>CO>[OH:31][C:30]1[C:28]2[CH2:29][C:24]([CH3:35])([CH3:23])[CH2:25][CH2:26][C:27]=2[N:22]=[C:4]([C@H:6]2[CH2:10][CH2:9][CH2:8][N:7]2[C:11]([O:13][CH2:14][C:15]2[CH:20]=[CH:19][CH:18]=[CH:17][CH:16]=2)=[O:12])[N:5]=1 |f:0.1,3.4|. Reported procedure: To sodium methoxide (30 wt % in methanol, 8 mg, 0.05 mmol) was added a solution of (R)-benzyl 2-cyanopyrrolidine-1-carboxylate (189 mg, 0.82 mmol) in methanol (1 mL) at room temperature and the reaction mixture was stirred for one hour. Ammonium chloride (44 mg, 0.82 mmol) was introduced and the stirring was continued for an additional two hours, followed by the addition of methyl 5,5-dimethyl-2-oxocyclohexanecarboxylate (100 mg, 0.54 mmol) and sodium methoxide (30 wt % in methanol, 293 mg, 1.63... Solvent: C(C)#N (acetonitrile). Conditions: time 8 hour. Procedure details: A mixture of 6-fluoro-3-(4-piperidinyl)-1,2-benzisoxazole (12 g, 55 mmol), K2CO3 (13 g) and 1,4-dibromobutane (20 g, 9.3 mmol, 1.7 eq) in acetonitrile (300 ml) was stirred at room temperature overnight. The inorganic material was filtered. The solution was concentrated to ~80 ml, when crystals crashed out. The product was filtered to yield 14.16 g (73%), m.p.=243°-245° C. Product: FC1=CC2=C(C(=NO2)C2CCN(CC2)CCCCBr)C=C1 (4-[4-(6-Fluoro-1,2-benzisoxazol-3-yl)-1-piperidinyl]butyl bromide). As a reaction SMILES: [F:1][C:2]1[CH:16]=[CH:15][C:5]2[C:6]([CH:9]3[CH2:14][CH2:13][NH:12][CH2:11][CH2:10]3)=[N:7][O:8][C:4]=2[CH:3]=1.C([O-])([O-])=O.[K+].[K+].[Br:23][CH2:24][CH2:25][CH2:26][CH2:27]Br>C(#N)C>[F:1][C:2]1[CH:16]=[CH:15][C:5]2[C:6]([CH:9]3[CH2:10][CH2:11][N:12]([CH2:27][CH2:26][CH2:25][CH2:24][Br:23])[CH2:13][CH2:14]3)=[N:7][O:8][C:4]=2[CH:3]=1 |f:1.2.3|. The reactants are FC1=CC2=C(C(=NO2)C2CCNCC2)C=C1 (6-fluoro-3-(4-piperidinyl)-1,2-benzisoxazole), C(=O)([O-])[O-].[K+].[K+] (K2CO3), BrCCCCBr (1,4-dibromobutane). Reactants: C(C)OC(=O)C=1C=CC(=NC1)N1C(=NC=2C=NC=CC21)C (1-(5-Ethoxycarbonylpyrid-2-yl)-2-methylimidazo[4,5-c]pyridine), CC=1N(C2=C(C=NC=C2)N1)C1=CC=C(C(=O)O)C=C1 (4-(2-methylimidazo[4,5-c]pyrid-1-yl)benzoic acid), N1=CC(=CC=C1)C(=O)O (pyridine-3-carboxylic acid), CC=1N(C2=C(C=NC=C2)N1)C1=CC=C(C=N1)C(=O)O (6-(2-Methylimidazo[4,5-c]pyrid-1-yl)pyridine-3-carboxylic acid). Yields the product CC=1N(C2=C(C=NC=C2)N1)C1=NC=C(C=C1)C(=O)CC(=O)OCC (Ethyl 2-(2-methylimidazo[4,5-c]pyrid-1-yl)pyrid-5-oylacetate). Reaction SMILES: [CH2:1]([O:3][C:4]([C:6]1C=CC(N2C3C=CN=CC=3N=C2C)=NC=1)=[O:5])[CH3:2].N1C=CC=C(C(O)=O)C=1.[CH3:31][C:32]1[N:33]([C:41]2[N:46]=[CH:45][C:44]([C:47]([OH:49])=O)=[CH:43][CH:42]=2)[C:34]2[CH:39]=[CH:38][N:37]=[CH:36][C:35]=2[N:40]=1.CC1N(C2C=CC(C(O)=O)=CC=2)C2C=CN=CC=2N=1>>[CH3:31][C:32]1[N:33]([C:41]2[CH:42]=[CH:43][C:44]([C:47]([CH2:6][C:4]([O:3][CH2:1][CH3:2])=[O:5])=[O:49])=[CH:45][N:46]=2)[C:34]2[CH:39]=[CH:38][N:37]=[CH:36][C:35]=2[N:40]=1. Reported procedure: The method of Preparation 1, Method C, (b) was followed substituting the pyridine-3-carboxylic acid from (c) above for 4-(2-methylimidazo[4,5-c]pyrid-1-yl)benzoic acid. The title compound was an orange gum. Reactants: C(C)(C)(C)[Si](C)(C)OC1=C(C=CC=C1C=C)F (tert-butyl(2-fluoro-6-vinylphenoxy)dimethylsilane), [H][H] (hydrogen). The reagents and catalysts are [Pd] (palladium on carbon). The solvent is C(C)(=O)OCC (ethyl acetate). Conditions: time 4 hour. The product is C(C)(C)(C)[Si](C)(C)OC1=C(C=CC=C1F)CC (tert-Butyl(2-ethyl-6-fluorophenoxy)dimethylsilane). Reaction SMILES: [C:1]([Si:5]([O:8][C:9]1[C:14]([CH:15]=[CH2:16])=[CH:13][CH:12]=[CH:11][C:10]=1[F:17])([CH3:7])[CH3:6])([CH3:4])([CH3:3])[CH3:2].[H][H]>C(OCC)(=O)C.[Pd]>[C:1]([Si:5]([O:8][C:9]1[C:10]([F:17])=[CH:11][CH:12]=[CH:13][C:14]=1[CH2:15][CH3:16])([CH3:7])[CH3:6])([CH3:4])([CH3:3])[CH3:2]. Reported procedure: To a stirred solution of tert-butyl(2-fluoro-6-vinylphenoxy)dimethylsilane (1.18 g, 4.67 mmol) in ethyl acetate (61 mL) under nitrogen, was added 497 mg of 10% palladium on carbon. The flask was then equipped with a hydrogen containing balloon and the reaction mixture stirred rapidly for 4 hours. The hydrogen balloon was removed, the reaction mixture sparged with nitrogen, and then filtered through a plug of Celite®, eluting with EtOAc. The filtrate was concentrated to dryness to afford the titl... Starting materials: FC=1C=CC=C2C=3C(C(CCC3N(C12)C)CC=1N=CNC1C)=O (8-Fluoro-1,2,3,9-tetrahydro-9-methyl-3-[(5-methyl-1H-imidazol-4-yl)methyl]-4H -carbazol-4-one), C(\C=C/C(=O)O)(=O)O (maleic acid). Solvent: C(C)(=O)OCC (ethyl acetate), C(C)O (ethanol). The product is C(\C=C/C(=O)O)(=O)O.FC=1C=CC=C2C=3C(C(CCC3N(C12)C)CC=1N=CNC1C)=O (8-Fluoro-1,2,3,9-tetrahydro-9-methyl-3-[(5-methyl-1H-imidazol-4-yl)methyl]-4H -carbazol-4-one maleate). Isolated yield 77.7%. As a reaction SMILES: [F:1][C:2]1[CH:3]=[CH:4][CH:5]=[C:6]2[C:14]=1[N:13]([CH3:15])[C:12]1[CH2:11][CH2:10][CH:9]([CH2:16][C:17]3[N:18]=[CH:19][NH:20][C:21]=3[CH3:22])[C:8](=[O:23])[C:7]2=1.[C:24]([OH:31])(=[O:30])/[CH:25]=[CH:26]\[C:27]([OH:29])=[O:28]>C(OCC)(=O)C.C(O)C>[C:24]([OH:31])(=[O:30])/[CH:25]=[CH:26]\[C:27]([OH:29])=[O:28].[F:1][C:2]1[CH:3]=[CH:4][CH:5]=[C:6]2[C:14]=1[N:13]([CH3:15])[C:12]1[CH2:11][CH2:10][CH:9]([CH2:16][C:17]3[N:18]=[CH:19][NH:20][C:21]=3[CH3:22])[C:8](=[O:23])[C:7]2=1 |f:4.5|. Reported procedure: 8-Fluoro-1,2,3,9-tetrahydro-9-methyl-3-[(5-methyl-1H-imidazol-4-yl)methyl]-4H -carbazol-4-one (1.51 g) was dissolved in ethyl acetate (40 ml), and added to a solution of maleic acid (563 mg) in ethanol (50 ml). The solution was cooled to 0°, and the resultant solid was filtered off and dried in vacuo to give the title compound (1.61 g), m.p. 155°-158°, t.l.c. (System A 100:8:1), Rf 0.43. Reagents/catalysts: C=1C=CC(=CC1)[P](C=2C=CC=CC2)(C=3C=CC=CC3)[Pd]([P](C=4C=CC=CC4)(C=5C=CC=CC5)C=6C=CC=CC6)([P](C=7C=CC=CC7)(C=8C=CC=CC8)C=9C=CC=CC9)[P](C=1C=CC=CC1)(C=1C=CC=CC1)C=1C=CC=CC1 (tetrakistriphenylphosphine Pd(0)), CC(C)([P](C(C)(C)C)([Pd][P](C(C)(C)C)(C(C)(C)C)C(C)(C)C)C(C)(C)C)C (bis(tri-t-butylphosphine)palladium(0)). The product is CC=1C=C(SC1C1=CC=NN1C)C(=O)OC (methyl 4-methyl-5-(1-methyl-1H-pyrazol-5-yl)-2-thiophenecarboxylate). Starting materials: CC1(COB(OC1)C1=CC=NN1C)C (5-(5,5-dimethyl-1,3,2-dioxaborinan-2-yl)-1-methyl-1H-pyrazole), BrC1=C(C=C(S1)C(=O)OC)C (methyl 5-bromo-4-methyl-2-thiophenecarboxylate), C(=O)([O-])[O-].[K+].[K+] (K2CO3), CC1(COB(OC1)C1=CC=NN1C)C (5-(5,5-dimethyl-1,3,2-dioxaborinan-2-yl)-1-methyl-1H-pyrazole). RXN SMILES: Br[C:2]1[S:6][C:5]([C:7]([O:9][CH3:10])=[O:8])=[CH:4][C:3]=1[CH3:11].C([O-])([O-])=O.[K+].[K+].CC1(C)COB([C:25]2[N:29]([CH3:30])[N:28]=[CH:27][CH:26]=2)OC1>O1CCOCC1.O.CC(C)([P](C(C)(C)C)([Pd][P](C(C)(C)C)(C(C)(C)C)C(C)(C)C)C(C)(C)C)C.C1C=CC([P]([Pd]([P](C2C=CC=CC=2)(C2C=CC=CC=2)C2C=CC=CC=2)([P](C2C=CC=CC=2)(C2C=CC=CC=2)C2C=CC=CC=2)[P](C2C=CC=CC=2)(C2C=CC=CC=2)C2C=CC=CC=2)(C2C=CC=CC=2)C2C=CC=CC=2)=CC=1>[CH3:11][C:3]1[CH:4]=[C:5]([C:7]([O:9][CH3:10])=[O:8])[S:6][C:2]=1[C:25]1[N:29]([CH3:30])[N:28]=[CH:27][CH:26]=1 |f:1.2.3,5.6,^1:41,47,69,71,90,109|. Reaction conditions: temperature 80 celsius, time 12 hour. The solvent is O1CCOCC1.O (dioxane H2O). Procedure: To a solution of methyl 5-bromo-4-methyl-2-thiophenecarboxylate (1 g, 4.25 mmol) in dioxane/H2O (5:1, 20 mL) was added K2CO3 (2.3 g, 17 mmol), bis(tri-t-butylphosphine)palladium(0) (108 mg, 0.213 mmol) and 5-(5,5-dimethyl-1,3,2-dioxaborinan-2-yl)-1-methyl-1H-pyrazole (1.2 g, 5.52 mmol). The reaction mixture was heated to 80° C. in a sealed tube for 2 h and additional tetrakistriphenylphosphine Pd(0) (279 mg, 0.241 mmol) and 5-(5,5-dimethyl-1,3,2-dioxaborinan-2-yl)-1-methyl-1H-pyrazole (1.2 g, 6.... Starting materials: C(=O)(O)[O-].[Na+] (NaHCO3), N#N (N2), O=C(CCCC#N)C (5-oxo-hexanenitrile), C(CO)O (Ethylene glycol), CC=1C=CC(=CC1)S(=O)(=O)O (p-TsOH). Run in C1(=CC=CC=C1)C (toluene). Run at temperature 120 celsius, time 5 hour. The product is CC1(OCCO1)CCCC#N (4-(2-Methyl-[1,3]dioxolan-2-yl)-butyronitrile). RXN SMILES: N#N.[O:3]=[C:4]([CH3:10])[CH2:5][CH2:6][CH2:7][C:8]#[N:9].[CH2:11](O)[CH2:12][OH:13].CC1C=CC(S(O)(=O)=O)=CC=1.C([O-])(O)=O.[Na+]>C1(C)C=CC=CC=1>[CH3:10][C:4]1([CH2:5][CH2:6][CH2:7][C:8]#[N:9])[O:13][CH2:12][CH2:11][O:3]1 |f:4.5|. Procedure details: In a flame dried round-bottomed flask equipped with a magnetic stir bar and a Dean-Stark apparatus and under inert atmosphere (N2), 5-oxo-hexanenitrile (1.69 g, 15.2 mmol) was dissolved in dry toluene (10 mL). Ethylene glycol (4.24 mL, 76.0 mmol) and p-TsOH (289 mg, 1.5 mmol) were added and the reaction mixture stirred at 120° C. for 5 h. The reaction mixture was then cooled down to rt and sat. aq. NaHCO3 was added. The layers were separated and the aq. layer extracted with CH2Cl2 (2×). The comb... The reactants are N(=[N+]=[N-])CC1=C(C=NC=C1)F (4-(azidomethyl)-3-fluoropyridine). Reagents/catalysts: [Pt] (Pt/C). Product: FC=1C=NC=CC1CN ((3-fluoropyridin-4-yl)methylamine). As a reaction SMILES: [N:1]([CH2:4][C:5]1[CH:10]=[CH:9][N:8]=[CH:7][C:6]=1[F:11])=[N+]=[N-]>[Pt]>[F:11][C:6]1[CH:7]=[N:8][CH:9]=[CH:10][C:5]=1[CH2:4][NH2:1]. Procedure: The product of Example 129C was processed according to the method of Example 115B except that Pt/C was used instead of Pd/C as catalyst. MS (ESI+) m/z 127 (M+H)+;